From a dataset of the Open Reaction Database (ORD), a public repository of structured organic reaction records. describe an organic reaction: reactants, conditions, products, and yield RXN SMILES: [O:1]=[C:2]1[CH2:10][C:9]2[C:4](=[CH:5][C:6]([C:11]([C:13]3[CH:18]=[CH:17][C:16]([NH:19][C:20]([C:22]4[N:23]([C:28]([CH3:31])([CH3:30])[CH3:29])[N:24]=[C:25]([CH3:27])[CH:26]=4)=[O:21])=[CH:15][CH:14]=3)=[O:12])=[CH:7][CH:8]=2)[NH:3]1.[CH:32](OCC)=[O:33].[O-]CC.[Na+].Cl>C(O)C>[OH:33][CH:32]=[C:10]1[C:9]2[C:4](=[CH:5][C:6]([C:11]([C:13]3[CH:18]=[CH:17][C:16]([NH:19][C:20]([C:22]4[N:23]([C:28]([CH3:31])([CH3:30])[CH3:29])[N:24]=[C:25]([CH3:27])[CH:26]=4)=[O:21])=[CH:15][CH:14]=3)=[O:12])=[CH:7][CH:8]=2)[NH:3][C:2]1=[O:1] |f:2.3|. The yield is 81.0%. Product: OC=C1C(NC2=CC(=CC=C12)C(=O)C1=CC=C(C=C1)NC(=O)C=1N(N=C(C1)C)C(C)(C)C)=O (2-tert-Butyl-5-methyl-2H-pyrazole-3-carboxylic acid [4-(3-hydroxymethylene-2-oxo-2,3-dihydro-1H-indole-6-carbonyl)-phenyl]-amide). Run in C(C)O (ethanol), C(C)O (ethanol). Conditions: temperature 78 celsius. Starting materials: [O-]CC.[Na+] (sodium ethoxide), Cl (HCl), O=C1NC2=CC(=CC=C2C1)C(=O)C1=CC=C(C=C1)NC(=O)C=1N(N=C(C1)C)C(C)(C)C (2-tert-Butyl-5-methyl-2H-pyrazole-3-carboxylic acid [4-(2-oxo-2,3-dihydro-1H-indole-6-carbonyl)-phenyl]-amide), C(=O)OCC (ethyl formate). Procedure details: 2-tert-Butyl-5-methyl-2H-pyrazole-3-carboxylic acid [4-(2-oxo-2,3-dihydro-1H-indole-6-carbonyl)-phenyl]-amide (0.634 g, 1.63 mmol) and ethyl formate (0.391 mL, 4.89 mmol) were dissolved in anhydrous ethanol (3.50 mL). The resulting solution was treated in dropwise fashion with a 21 wt % solution of sodium ethoxide in ethanol (3.05 mL, 8.16 mmol). This reaction mixture was heated at 78° C. for 1 h, producing a black oil. Subsequently, the reaction mixture was cooled to room temperature, and then ...